From a dataset of the Open Reaction Database (ORD), a public repository of structured organic reaction records. describe an organic reaction: reactants, conditions, products, and yield The reactants are ClC1=C(C(=NC=C1C(=O)O)Cl)C (4,6-Dichloro-5-methylnicotinic acid), BrC1=CC(=C(C=C1)NC1=C(C=2N(C=C1C(=O)O)C=CN2)C)Cl (7-(4-bromo-2-chloro-phenylamino)-8-methylimidazo[1,2-a]pyridine-6-carboxylic acid), [N-]=[N+]=[N-].[Na+] (sodium azide), COC(C1=CN=C(C(=C1NC1=C(C=C(C=C1)Br)Cl)C)Cl)=O (4-(4-bromo-2-chloro-phenylamino)-6-chloro-5-methylnicotinic acid methyl ester). Run at temperature 50 celsius. Yields the product methyl ester, COC(C1=CN=C(C(=C1NC1=C(C=C(C=C1)Br)Cl)C)N=[N+]=[N-])=O (6-azido-4-(4-bromo-2-chlorophenylamino)-5-methylnicotinic acid methyl ester). RXN SMILES: ClC1C(C(O)=O)=CN=C(Cl)C=1C.BrC1C=CC(NC2C(C(O)=O)=CN3C=CN=C3C=2C)=C(Cl)C=1.[N-:35]=[N+:36]=[N-:37].[Na+].[CH3:39][O:40][C:41](=[O:59])[C:42]1[C:47]([NH:48][C:49]2[CH:54]=[CH:53][C:52]([Br:55])=[CH:51][C:50]=2[Cl:56])=[C:46]([CH3:57])[C:45](Cl)=[N:44][CH:43]=1>>[CH3:39][O:40][C:41](=[O:59])[C:42]1[C:47]([NH:48][C:49]2[CH:54]=[CH:53][C:52]([Br:55])=[CH:51][C:50]=2[Cl:56])=[C:46]([CH3:57])[C:45]([N:35]=[N+:36]=[N-:37])=[N:44][CH:43]=1 |f:2.3|. Procedure details: 4,6-Dichloro-5-methylnicotinic acid (J. Heterocyclic Chemistry 1999, 36, 953-957) was converted to 7-(4-bromo-2-chloro-phenylamino)-8-methylimidazo[1,2-a]pyridine-6-carboxylic acid according to the steps described in the alternate synthesis of Step D, Example 9. It was determined that addition of sodium azide to the 4-(4-bromo-2-chloro-phenylamino)-6-chloro-5-methylnicotinic acid methyl ester intermediate required heating to 50° C., which results in a separable mixture of the desired methyl este... The reactants are C(C)OC(=O)C1CCC(CC1)C=1C=C2C=CC=NC2=C(N1)C1=CC(=CC=C1)C#N (4-[8-(3-Cyano-phenyl)-[1,7]naphthyridin-6-yl]-cyclohexanecarboxylic acid ethyl ester), COC=1C=C(C=CC1)C=1N=C(C=C2C=CC=NC12)OS(=O)(=O)C(F)(F)F (trifluoromethanesulfonic acid 8-(3-methoxy-phenyl)-[1,7]naphthyridin-6-yl ester). The product is C(C)OC(=O)C1CCC(CC1)C=1C=C2C=CC=NC2=C(N1)C1=CC(=CC=C1)OC (4-[8-(3-Methoxy-phenyl)-[1,7]naphthyridin-6-yl]-cyclohexanecarboxylic acid ethyl ester). Reaction SMILES: [CH2:1]([O:3][C:4]([CH:6]1[CH2:11][CH2:10][CH:9]([C:12]2[CH:13]=[C:14]3[C:19](=[C:20]([C:22]4[CH:27]=[CH:26][CH:25]=[C:24](C#N)[CH:23]=4)[N:21]=2)[N:18]=[CH:17][CH:16]=[CH:15]3)[CH2:8][CH2:7]1)=[O:5])[CH3:2].[CH3:30][O:31]C1C=C(C2N=C(OS(C(F)(F)F)(=O)=O)C=C3C=2N=CC=C3)C=CC=1>>[CH2:1]([O:3][C:4]([CH:6]1[CH2:7][CH2:8][CH:9]([C:12]2[CH:13]=[C:14]3[C:19](=[C:20]([C:22]4[CH:27]=[CH:26][CH:25]=[C:24]([O:31][CH3:30])[CH:23]=4)[N:21]=2)[N:18]=[CH:17][CH:16]=[CH:15]3)[CH2:10][CH2:11]1)=[O:5])[CH3:2]. Procedure details: This compound is prepared in an analogous way to compound 4-[8-(3-Cyano-phenyl)-[1,7]naphthyridin-6-yl]-cyclohexanecarboxylic acid ethyl ester from trifluoromethanesulfonic acid 8-(3-methoxy-phenyl)-[1,7]naphthyridin-6-yl ester. Purification is by chromatography followed by trituration with ether to yield a white solid. MS (AP+) 391.0 Starting materials: CC[SiH](CC)CC, CC#N, COc1cc(C(OC)c2c[nH]c3ncccc23)ccc1OCc1ccc(Cl)cc1, O=C(O)C(F)(F)F. Yields the product COc1cc(Cc2c[nH]c3ncccc23)ccc1OCc1ccc(Cl)cc1. RXN SMILES: [CH2:37]([SiH:38]([CH2:39][CH3:40])[CH2:41][CH3:42])[CH3:43].[CH3:44][C:45]#[N:46].[Cl:1][c:2]1[cH:3][cH:4][c:5]([CH2:6][O:7][c:8]2[c:9]([O:26][CH3:27])[cH:10][c:11]([CH:14]([c:15]3[cH:16][nH:17][c:18]4[n:19][cH:20][cH:21][cH:22][c:23]34)[O:24][CH3:25])[cH:12][cH:13]2)[cH:28][cH:29]1.[OH:30][C:31]([C:32]([F:33])([F:34])[F:35])=[O:36]>>[Cl:1][c:2]1[cH:3][cH:4][c:5]([CH2:6][O:7][c:8]2[c:9]([O:26][CH3:27])[cH:10][c:11]([CH2:14][c:15]3[cH:16][nH:17][c:18]4[n:19][cH:20][cH:21][cH:22][c:23]34)[cH:12][cH:13]2)[cH:28][cH:29]1. The reactants are pure product, CO (methanol), S(O)(O)(=O)=O (sulfuric acid), [OH-].[K+] (potassium hydroxide), ClC(CC1=CC(=CC=C1)C(F)(F)F)(Cl)Cl (1,1,1-trichloro-2-(3-trifluoromethylphenyl)ethane). The solvent is O (water), ClCCl (dichloromethane). Product: FC(C=1C=C(C=CC1)CC(=O)OC)(F)F (Methyl (3-trifluoromethylphenyl)acetate). Reaction SMILES: [CH3:1][OH:2].[OH-:3].[K+].Cl[C:6](Cl)(Cl)[CH2:7][C:8]1[CH:13]=[CH:12][CH:11]=[C:10]([C:14]([F:17])([F:16])[F:15])[CH:9]=1.S(=O)(=O)(O)O>ClCCl.O>[F:15][C:14]([F:17])([F:16])[C:10]1[CH:9]=[C:8]([CH2:7][C:6]([O:2][CH3:1])=[O:3])[CH:13]=[CH:12][CH:11]=1 |f:1.2|. Procedure details: Seventy ml. of methanol was combined with 10.7 g. of 86% pure potassium hydroxide and the mixture was stirred for 0.5 hour. To it was added 8.0 g. of 1,1,1-trichloro-2-(3-trifluoromethylphenyl)ethane over 3-4 minutes. The mixture was heated and stirred under reflux at 68° for 4.75 hours, cooled to 10° and made acid with 8 ml. of concentrated sulfuric acid. The mixture was then stirred under reflux for 45 minutes more, and cooled to ambient temperature overnight. To it was then added 100 ml. of w...